describe an organic reaction: reactants, conditions, products, and yield From a dataset of the Open Reaction Database (ORD), a public repository of structured organic reaction records. Starting materials: CC(=O)N1CCNCC1, CN1CCCC1=O, CCS(=O)(=O)c1ccc(NC(=O)C(C)(O)C(F)(F)F)c(Cl)c1F. Yields the product CCS(=O)(=O)c1ccc(NC(=O)C(C)(O)C(F)(F)F)c(Cl)c1N1CCN(C(C)=O)CC1. Reaction SMILES: [C:24]([CH3:25])(=[O:26])[N:27]1[CH2:28][CH2:29][NH:30][CH2:31][CH2:32]1.[CH3:33][N:34]1[CH2:35][CH2:36][CH2:37][C:38]1=[O:39].[Cl:1][c:2]1[c:3]([NH:14][C:15]([C:16]([C:17]([F:18])([F:19])[F:20])([CH3:21])[OH:22])=[O:23])[cH:4][cH:5][c:6]([S:9](=[O:10])(=[O:11])[CH2:12][CH3:13])[c:7]1[F:8]>>[Cl:1][c:2]1[c:3]([NH:14][C:15]([C:16]([C:17]([F:18])([F:19])[F:20])([CH3:21])[OH:22])=[O:23])[cH:4][cH:5][c:6]([S:9](=[O:10])(=[O:11])[CH2:12][CH3:13])[c:7]1[N:30]1[CH2:29][CH2:28][N:27]([C:24]([CH3:25])=[O:26])[CH2:32][CH2:31]1. The solvent is CO.C(Cl)Cl (methanol methylene chloride). Reported procedure: Prepared from 14-tert-butoxycarbonylamino-18-(isoquinolin-1-yloxy)-2,15-dioxo-3,16-diaza-tricyclo[14.3.0.04,6]-nonadec-7-ene-4-carboxylic acid etherate (114 mg, 0.192 mmol) and cyclobutanesulfonic acid amide (34 mg, 0.25 mmol) as described in the general procedure above. Flash chromatography (2% methanol/methylene chloride) gave 73 mg (58%) of [18-(isoquinolin-1-yloxy)-4-(1-methyl-cyclopropanesulfonylaminocarbonyl)-2,15-dioxo-3,16-diaza-tricyclo[14.3.0.04,6]nonadec-7-en-14-yl]-carbamic acid tert... The product is C(C)(C)(C)OC(NC1CCCCCC=CC2CC2(NC(C2CC(CN2C1=O)OC1=NC=CC2=CC=CC=C12)=O)C(=O)NS(=O)(=O)C1(CC1)C)=O ([18-(isoquinolin-1-yloxy)-4-(1-methyl-cyclopropanesulfonylaminocarbonyl)-2,15-dioxo-3,16-diaza-tricyclo[14.3.0.04,6]nonadec-7-en-14-yl]-carbamic acid tert-butyl ester). RXN SMILES: [C:1]([O:5][C:6]([NH:8][CH:9]1[C:27](=[O:28])[N:26]2[CH:22]([CH2:23][CH:24]([O:29][C:30]3[C:39]4[C:34](=[CH:35][CH:36]=[CH:37][CH:38]=4)[CH:33]=[CH:32][N:31]=3)[CH2:25]2)[C:21](=[O:40])[NH:20][C:19]2([C:41](O)=[O:42])[CH:17]([CH2:18]2)[CH:16]=[CH:15][CH2:14][CH2:13][CH2:12][CH2:11][CH2:10]1)=[O:7])([CH3:4])([CH3:3])[CH3:2].[CH:44]1([S:48]([NH2:51])(=[O:50])=[O:49])[CH2:47][CH2:46][CH2:45]1>CO.C(Cl)Cl>[C:1]([O:5][C:6](=[O:7])[NH:8][CH:9]1[C:27](=[O:28])[N:26]2[CH:22]([CH2:23][CH:24]([O:29][C:30]3[C:39]4[C:34](=[CH:35][CH:36]=[CH:37][CH:38]=4)[CH:33]=[CH:32][N:31]=3)[CH2:25]2)[C:21](=[O:40])[NH:20][C:19]2([C:41]([NH:51][S:48]([C:44]3([CH3:45])[CH2:46][CH2:47]3)(=[O:50])=[O:49])=[O:42])[CH:17]([CH2:18]2)[CH:16]=[CH:15][CH2:14][CH2:13][CH2:12][CH2:11][CH2:10]1)([CH3:4])([CH3:3])[CH3:2] |f:2.3|. The reactants are C(C)(C)(C)OC(=O)NC1CCCCCC=CC2CC2(NC(C2CC(CN2C1=O)OC1=NC=CC2=CC=CC=C12)=O)C(=O)O (14-tert-butoxycarbonylamino-18-(isoquinolin-1-yloxy)-2,15-dioxo-3,16-diaza-tricyclo[14.3.0.04,6]-nonadec-7-ene-4-carboxylic acid), C1(CCC1)S(=O)(=O)N (cyclobutanesulfonic acid amide). Isolated yield 53.6%. Starting materials: FC1=CC=C(C=C1)N1C(C(C1C1=CC=C(C=C1)O)CCSC1=CC=C(C=C1)F)=O (1-(4-fluorophenyl)-3-[2-(4-fluorophenylthio)ethyl]-4-(4-hydroxyphenyl)azetidin-2-one), BrCC(=O)OC(C)(C)C (t-butyl bromoacetate), C([O-])([O-])=O.[Cs+].[Cs+] (caesium carbonate). The solvent is CC#N (MeCN). Conditions: time 2 hour. The product is FC1=CC=C(C=C1)N1C(C(C1C1=CC=C(C=C1)OCC(=O)OC(C)(C)C)CCSC1=CC=C(C=C1)F)=O (1-(4-Fluorophenyl)-3-[2-(4-fluorophenylthio)ethyl]-4-[4-(t-butoxycarbonylmethoxy)phenyl]azetidin-2-one). As a reaction SMILES: [F:1][C:2]1[CH:7]=[CH:6][C:5]([N:8]2[CH:11]([C:12]3[CH:17]=[CH:16][C:15]([OH:18])=[CH:14][CH:13]=3)[CH:10]([CH2:19][CH2:20][S:21][C:22]3[CH:27]=[CH:26][C:25]([F:28])=[CH:24][CH:23]=3)[C:9]2=[O:29])=[CH:4][CH:3]=1.Br[CH2:31][C:32]([O:34][C:35]([CH3:38])([CH3:37])[CH3:36])=[O:33].C(=O)([O-])[O-].[Cs+].[Cs+]>CC#N>[F:1][C:2]1[CH:7]=[CH:6][C:5]([N:8]2[CH:11]([C:12]3[CH:13]=[CH:14][C:15]([O:18][CH2:31][C:32]([O:34][C:35]([CH3:38])([CH3:37])[CH3:36])=[O:33])=[CH:16][CH:17]=3)[CH:10]([CH2:19][CH2:20][S:21][C:22]3[CH:23]=[CH:24][C:25]([F:28])=[CH:26][CH:27]=3)[C:9]2=[O:29])=[CH:4][CH:3]=1 |f:2.3.4|. Procedure details: A suspension of 1-(4-fluorophenyl)-3-[2-(4-fluorophenylthio)ethyl]-4-(4-hydroxyphenyl)azetidin-2-one (Method 13; 0.800 g, 1.944 mmol), t-butyl bromoacetate (0.32 ml, 2.17 mmol) and caesium carbonate (0.700 g, 2.15 mmol) in MeCN (15 ml) was stirred at room temperature for 2 hours. The solvent was removed under reduced pressure and the residue was partitioned between water (20 ml) and DCM (20 ml). The water layer was extracted once more with DCM (10 ml) and the combined organic layers were washed ... The reactants are [H-].[Na+] (sodium hydride), C1(=CC=C(C=C1)S(=O)(=O)OCC1OC(OC1)(C)C)C (4-(4-toluenesulphonyloxymethyl)-2,2-dimethyl-1,3-dioxolan), ClC=1C=C(CN(C2=C3C(=NC=N2)NN=C3)C3CCCC3)C=CC1 (4-[N-(3-Chlorobenzyl)-cyclopentylamino]-1H-pyrazolo[3,4-d]pyrimidine), ClC=1C=C(CN(C2=C3C(=NC=N2)NN=C3)C3CCCC3)C=CC1 (4-[N-(3-Chlorobenzyl)-cyclopentylamino]-1H-pyrazolo[3,4-d]pyrimidine). Solvent: CN(C=O)C (N,N-dimethylformamide), CN(C=O)C (N,N-dimethylformamide), CN(C=O)C (N,N-dimethylformamide). Reaction conditions: temperature 80 celsius, time 1 hour. The product is ClC=1C=C(CN(C2=C3C(=NC=N2)N(N=C3)CC(CO)O)C3CCCC3)C=CC1 (4-[N-(3-Chlorobenzyl)-cyclopentylamino]-1-(2,3-dihydroxypropyl)-1H-pyrazolo[3,4-d]pyrimidine). Reaction SMILES: [H-].[Na+].[Cl:3][C:4]1[CH:5]=[C:6]([CH:23]=[CH:24][CH:25]=1)[CH2:7][N:8]([CH:18]1[CH2:22][CH2:21][CH2:20][CH2:19]1)[C:9]1[N:14]=[CH:13][N:12]=[C:11]2[NH:15][N:16]=[CH:17][C:10]=12.C1(C)C=CC(S([O:35][CH2:36][CH:37]2[CH2:41]OC(C)(C)[O:38]2)(=O)=O)=CC=1>CN(C)C=O>[Cl:3][C:4]1[CH:5]=[C:6]([CH:23]=[CH:24][CH:25]=1)[CH2:7][N:8]([CH:18]1[CH2:22][CH2:21][CH2:20][CH2:19]1)[C:9]1[N:14]=[CH:13][N:12]=[C:11]2[N:15]([CH2:41][CH:37]([OH:38])[CH2:36][OH:35])[N:16]=[CH:17][C:10]=12 |f:0.1|. Reported procedure: To a suspension of 1.5 g (30 mmole) 50% sodium hydride in 50 ml. N,N-dimethylformamide are added dropwise 9.6 g. (30 mmole) 4-[N-(3-chlorobenzyl)-cyclopentylamino]-1H-pyrazolo[3,4-d]pyrimidine (compound of Example 1) in 25 ml. N,N-dimethylformamide. The reaction mixture is stirred for 1 hour at 80° C., 10.0 g. (35 mmole) 4-(4-toluenesulphonyloxymethyl)-2,2-dimethyl-1,3-dioxolan in 25 ml. N,N-dimethylformamide are added thereto, the reaction mixture is further stirred for 3 hours at 80° C. and ev... The reactants are CC1(C)CNc2cccc(Br)c2O1, ClCCl, Cl, Cl, O=S(=O)(Cl)c1ccccc1F, c1ccncc1. The product is CC1(C)CN(S(=O)(=O)c2ccccc2F)c2cccc(Br)c2O1. RXN SMILES: [Br:2][c:3]1[cH:4][cH:5][cH:6][c:7]2[c:12]1[O:11][C:10]([CH3:13])([CH3:14])[CH2:9][NH:8]2.[CH2:32]([Cl:33])[Cl:34].[ClH:1].[ClH:35].[F:21][c:22]1[c:23]([S:28](=[O:29])(=[O:30])[Cl:31])[cH:24][cH:25][cH:26][cH:27]1.[cH:15]1[cH:16][cH:17][n:18][cH:19][cH:20]1>>[Br:2][c:3]1[cH:4][cH:5][cH:6][c:7]2[c:12]1[O:11][C:10]([CH3:13])([CH3:14])[CH2:9][N:8]2[S:28]([c:23]1[c:22]([F:21])[cH:27][cH:26][cH:25][cH:24]1)(=[O:29])=[O:30]. Reported procedure: The subtitle compound was prepared according to the procedure of example 2 using 1-hydroxy-2-butanone instead of acetol and 4,4-dimethyl-1,3-cyclohexanedione instead of 1,3-cyclohexanedione in step1. The reactants are OCC(CC)=O (1-hydroxy-2-butanone), CC1(C(CC(CC1)=O)=O)C (4,4-dimethyl-1,3-cyclohexanedione). Yields the product C(C)C1=COC2=C1C(CCC2(C)C)=O (3-Ethyl-7,7-dimethyl-4-oxo-4,5,6,7-tetrahydrobenzofuran). Reaction SMILES: O[CH2:2][C:3](=O)[CH2:4][CH3:5].[CH3:7][C:8]1([CH3:16])[CH2:13][CH2:12][C:11](=[O:14])[CH2:10][C:9]1=[O:15]>>[CH2:4]([C:3]1[C:10]2[C:11](=[O:14])[CH2:12][CH2:13][C:8]([CH3:16])([CH3:7])[C:9]=2[O:15][CH:2]=1)[CH3:5].